This data is from the Open Reaction Database (ORD), a public repository of structured organic reaction records. The task is: describe an organic reaction: reactants, conditions, products, and yield The reactants are C[SiH](OC1C(OCC1(C)C)=O)C (dimethylsilyloxy-4,4-dimethyl-2(3H)-furanone), CS(=O)(=O)C1=CC=C(C=C1)OC1=CC=C(C=C1)OC(F)(F)F (4-(4′-trifluoromethoxyphenyloxy)-phenyl methyl sulfone), [SiH3]O[SiH3] (silyl ether). Product: O[C@@H](C(CS(=O)(=O)C1=CC=C(C=C1)OC1=CC=C(C=C1)OC(F)(F)F)=O)CCO ((3R)-3,5-dihydroxy-1-({4-[4-(trifluoromethoxy)phenoxy]phenyl}sulfonyl)-2-pentanone). Reaction SMILES: C[SiH](C)[O:3][CH:4]1[C:8](C)(C)[CH2:7][O:6][C:5]1=[O:11].[CH3:13][S:14]([C:17]1[CH:22]=[CH:21][C:20]([O:23][C:24]2[CH:29]=[CH:28][C:27]([O:30][C:31]([F:34])([F:33])[F:32])=[CH:26][CH:25]=2)=[CH:19][CH:18]=1)(=[O:16])=[O:15].[SiH3]O[SiH3]>>[OH:3][C@H:4]([CH2:8][CH2:7][OH:6])[C:5](=[O:11])[CH2:13][S:14]([C:17]1[CH:18]=[CH:19][C:20]([O:23][C:24]2[CH:29]=[CH:28][C:27]([O:30][C:31]([F:32])([F:33])[F:34])=[CH:26][CH:25]=2)=[CH:21][CH:22]=1)(=[O:16])=[O:15]. Procedure details: Reaction of (R)-dihydro-3-tertbuty]dimethylsilyloxy-4,4-dimethyl-2(3H)-furanone with 4-(4′-trifluoromethoxyphenyloxy)-phenyl methyl sulfone as in Example 126A followed by silyl ether deprotection as in Example 125B gave the title compound. Reactants: ClC(Cl)=[Ti](C1C=CC=C1)C1C=CC=C1 (dichloromethylenebis(cyclopentadienyl)titanium), C[Al]1OCCCC1 (methylalumoxane), CCCCCC (hexane). Solvent: C1(=CC=CC=C1)C (toluene), C1(=CC=CC=C1)C (toluene). Conditions: temperature -78 celsius. Yields the product C=[Ti](C1C=CC=C1)C1C=CC=C1.C[Al]1OCCCC1 (Methylenebis(cyclopentadienyl)titanium methylalumoxane). The yield is 71.0%. Reaction SMILES: Cl[C:2](=[Ti:4]([CH:10]1[CH:14]=[CH:13][CH:12]=[CH:11]1)[CH:5]1[CH:9]=[CH:8][CH:7]=[CH:6]1)Cl.[CH3:15][Al:16]1[CH2:21][CH2:20][CH2:19][CH2:18][O:17]1.CCCCCC>C1(C)C=CC=CC=1>[CH2:2]=[Ti:4]([CH:5]1[CH:6]=[CH:7][CH:8]=[CH:9]1)[CH:10]1[CH:14]=[CH:13][CH:12]=[CH:11]1.[CH3:15][Al:16]1[CH2:21][CH2:20][CH2:19][CH2:18][O:17]1 |f:4.5|. Procedure: 97.2 mg (0.372 mmol) of dichloromethylenebis(cyclopentadienyl)titanium was weighed out. Thereto 20 ml of dry toluene was added, and the mixture was cooled to a temperature of -78° C. 2.98 mmol of methylalumoxane (16-mer ) in toluene was added thereto dropwise with stirring, and the mixture was allowed to react at 50° C. for 6 hours. Then 20 ml of hexane was added to deposit a reddish brown solid. The solid was collected by filtration, recrystallized from toluene/hexane, and dried. The intended p...